This data is from the Open Reaction Database (ORD), a public repository of structured organic reaction records. The task is: describe an organic reaction: reactants, conditions, products, and yield Reactants: S(=O)(Cl)Cl (thionyl chloride), 46.5, C(C1=CC=CC=C1)OC1=C(CO)C=CC=C1 (2-benzyloxybenzyl alcohol), OC1=C(CO)C=CC=C1 (2-hydroxybenzyl alcohol), C(C1=CC=CC=C1)Cl (benzyl chloride), CC(C)([O-])C.[K+] (potassium t-butoxide), N1=CC=CC=C1 (pyridine). The solvent is C(Cl)(Cl)Cl (chloroform), C(C)O (ethanol), C(Cl)(Cl)Cl (chloroform). Yields the product C(C1=CC=CC=C1)OC1=C(CCl)C=CC=C1 (2-Benzyloxybenzyl chloride). Isolated yield 81.0%. As a reaction SMILES: [CH2:1]([O:8][C:9]1[CH:16]=[CH:15][CH:14]=[CH:13][C:10]=1[CH2:11]O)[C:2]1[CH:7]=[CH:6][CH:5]=[CH:4][CH:3]=1.OC1C=CC=CC=1CO.C([Cl:33])C1C=CC=CC=1.CC(C)([O-])C.[K+].N1C=CC=CC=1.S(Cl)(Cl)=O>C(O)C.C(Cl)(Cl)Cl>[CH2:1]([O:8][C:9]1[CH:16]=[CH:15][CH:14]=[CH:13][C:10]=1[CH2:11][Cl:33])[C:2]1[CH:7]=[CH:6][CH:5]=[CH:4][CH:3]=1 |f:3.4|. Reported procedure: To a solution of 46.5 (0.217 mole) 2-benzyloxybenzyl alcohol (prepared by reaction of 2-hydroxybenzyl alcohol with benzyl chloride in ethanol containing an equimolar amount of potassium t-butoxide at 100° C.) in 100 ml chloroform was added 17.2 g (0.217 mole) pyridine followed by dropwise addition of a solution of 25.8 g (0.217 mole) thionyl chloride in 60 ml chloroform. The resulting mixture was heated at reflux for 1.5 hours, cooled, washed with water, brine and dried (MgSO4). Evaporation of s...